Dataset: the Open Reaction Database (ORD), a public repository of structured organic reaction records. Task: describe an organic reaction: reactants, conditions, products, and yield The reactants are Cc1ccc(N(CC(=O)O)S(=O)(=O)c2ccc(C(C)(C)C)cc2)cc1, COc1cccc(CNC2CC2)c1. The product is COc1cccc(CN(C(=O)CN(c2ccc(C)cc2)S(=O)(=O)c2ccc(C(C)(C)C)cc2)C2CC2)c1. As a reaction SMILES: [C:1]([CH3:2])([CH3:3])([CH3:4])[c:5]1[cH:6][cH:7][c:8]([S:11](=[O:12])(=[O:13])[N:14]([c:15]2[cH:16][cH:17][c:18]([CH3:21])[cH:19][cH:20]2)[CH2:22][C:23](=[O:24])[OH:25])[cH:9][cH:10]1.[CH:26]1([NH:29][CH2:30][c:31]2[cH:32][c:33]([O:37][CH3:38])[cH:34][cH:35][cH:36]2)[CH2:27][CH2:28]1>>[C:1]([CH3:2])([CH3:3])([CH3:4])[c:5]1[cH:6][cH:7][c:8]([S:11](=[O:12])(=[O:13])[N:14]([c:15]2[cH:16][cH:17][c:18]([CH3:21])[cH:19][cH:20]2)[CH2:22][C:23](=[O:25])[N:29]([CH:26]2[CH2:27][CH2:28]2)[CH2:30][c:31]2[cH:32][c:33]([O:37][CH3:38])[cH:34][cH:35][cH:36]2)[cH:9][cH:10]1. The reactants are COc1ccc2c(OC)cccc2c1, CC(Cl)Cl, Cl. The product is COc1cccc2cc(O)ccc12. RXN SMILES: [CH3:1][O:2][c:3]1[cH:4][cH:5][cH:6][c:7]2[cH:8][c:9]([O:13][CH3:14])[cH:10][cH:11][c:12]12.[Cl:16][CH:17]([Cl:18])[CH3:19].[ClH:15]>>[CH3:1][O:2][c:3]1[cH:4][cH:5][cH:6][c:7]2[cH:8][c:9]([OH:13])[cH:10][cH:11][c:12]12. The reactants are C(C(C)C)(=O)Br (Isobutyryl bromide), Br.Br.C1(=CC=CC=C1)CCNCCCCCCNCCC=1C=C(C(=CC1)O)O (4-[2-(6-(2-Phenylethylamino)hexylamino) ethyl]-1,2-benzenediol dihydrobromide), Cl (HCl). Solvent: FC(C(=O)O)(F)F (trifluoracetic acid). Run at time 24 hour. Yields the product C1(=CC=CC=C1)CCNCCCCCCNCCC=1C=C(C(=CC1)O)O.Cl.Cl.CC(C(=O)O)C.CC(C(=O)O)C (4-[2-(6-(2-Phenylethylamino)hexylamino)ethyl]-1,2-benzenediol bis-(2-methylpropionate) dihydrochloride). RXN SMILES: [C:1](Br)(=[O:5])[CH:2]([CH3:4])[CH3:3].Br.Br.[C:9]1([CH2:15][CH2:16][NH:17][CH2:18][CH2:19][CH2:20][CH2:21][CH2:22][CH2:23][NH:24][CH2:25][CH2:26][C:27]2[CH:28]=[C:29]([OH:34])[C:30]([OH:33])=[CH:31][CH:32]=2)[CH:14]=[CH:13][CH:12]=[CH:11][CH:10]=1.[ClH:35]>FC(F)(F)C(O)=O>[C:9]1([CH2:15][CH2:16][NH:17][CH2:18][CH2:19][CH2:20][CH2:21][CH2:22][CH2:23][NH:24][CH2:25][CH2:26][C:27]2[CH:28]=[C:29]([OH:34])[C:30]([OH:33])=[CH:31][CH:32]=2)[CH:10]=[CH:11][CH:12]=[CH:13][CH:14]=1.[ClH:35].[ClH:35].[CH3:3][CH:2]([CH3:4])[C:1]([OH:5])=[O:33].[CH3:3][CH:2]([CH3:4])[C:1]([OH:5])=[O:33] |f:1.2.3,6.7.8.9.10|. Procedure details: Isobutyryl bromide (12 g) was added to a stirred solution of 4-[2-(6-(2-Phenylethylamino)hexylamino) ethyl]-1,2-benzenediol dihydrobromide (4 g) in trifluoracetic acid (100 ml). The solution was then stirred at room temperature for 24 hours. The excess solvent was evaporated and the residue treated with sodium bicarbonate solution. The basic mixture was thoroughly extracted with chloroform. The organic phase was separated, dried over magnesium sulfate, filtered and evaporated to leave a colorles... The reactants are ClC1=CC=C(C(=O)C2=CC=C(N2C)CC(=O)O)C=C1 (5-(p-chlorobenzoyl)-1-methyl-pyrrole-2-acetic acid), C1(=CC=C(C=C1)S(=O)(=O)O)C (p-toluenesulfonic acid), C1=CC=CC=C1 (benzene), C(C)O (ethanol), 1g. Run in O (water). The product is ClC1=CC=C(C(=O)C2=CC=C(N2C)CC(=O)OCC)C=C1 (ethyl 5-(p-chlorobenzoyl)-1-methyl-pyrrole-2-acetate). RXN SMILES: [Cl:1][C:2]1[CH:19]=[CH:18][C:5]([C:6]([C:8]2[N:12]([CH3:13])[C:11]([CH2:14][C:15]([OH:17])=[O:16])=[CH:10][CH:9]=2)=[O:7])=[CH:4][CH:3]=1.[CH2:20](O)[CH3:21].C1(C)C=CC(S(O)(=O)=O)=CC=1.C1C=CC=CC=1>O>[Cl:1][C:2]1[CH:19]=[CH:18][C:5]([C:6]([C:8]2[N:12]([CH3:13])[C:11]([CH2:14][C:15]([O:17][CH2:20][CH3:21])=[O:16])=[CH:10][CH:9]=2)=[O:7])=[CH:4][CH:3]=1. Reported procedure: A suspension of 55.4 g. of 5-(p-chlorobenzoyl)-1-methyl-pyrrole-2-acetic acid, 44 ml. of absolute ethanol, 1g. of p-toluenesulfonic acid and 650 ml. of benzene is heated under reflux with azeotropic removal of water for 7 hours. The reaction mixture is filtered, washed with sodium bicarbonate solution, dried over anhyrous magnesium sulfate and the solvent evaporated in vacuo. The crystalline residue is recrystallized twice from cyclohexane to give ethyl 5-(p-chlorobenzoyl)-1-methyl-pyrrole-2-ace... Yield: 26.0%. The reactants are BrC1=NN(C2=CC=C(C=C12)C(=O)N)C1OCCCC1 (3-bromo-1-perhydro-2H-pyran-2-yl-1H-indazole-5-carboxamide), S1C2=C(C=C1B(O)O)C=CC=C2 (benzo[b]thiophene-2-boronic acid), ClCCl (dichloromethane), P(=O)([O-])([O-])[O-].[K+].[K+].[K+] (potassium phosphate), COCCOC (DME). Product: S1C2=C(C=C1C1=NNC3=CC=C(C=C13)C(=O)OC)C=CC=C2 (METHYL 3-BENZO[B]THIOPHEN-2-YL-1H-INDAZOLE-5-CARBOXYLATE). Procedure details: A mixture of 3-bromo-1-perhydro-2H-pyran-2-yl-1H-indazole-5-carboxamide (425 mg, 1.31 mmol), benzo[b]thiophene-2-boronic acid (348 mg, 1.95 mmol, 1.49 equiv.), [1,1′-bis(diphenylphosphino)-ferrocene} dichloropalladium (II) complex with dichloromethane (107 mg, 0.131 mmol, 0.10 equiv.), potassium phosphate (K3PO4, 1.38 g, 6.50 mmol, 4.96 equiv.) and 6.5 mL of DME were refluxed for 18 h and concentrated. Purification by silica gel chromatography using 0–5% MeOH in EtOAc as eluent afforded the titl... RXN SMILES: Br[C:2]1[C:10]2[C:5](=[CH:6][CH:7]=C(C(N)=O)[CH:9]=2)[N:4](C2CCCCO2)[N:3]=1.[S:20]1[C:24](B(O)O)=[CH:23][C:22]2[CH:28]=[CH:29][CH:30]=[CH:31][C:21]1=2.ClCCl.P([O-])([O-])([O-])=[O:36].[K+].[K+].[K+].[CH3:43][O:44][CH2:45][CH2:46]OC>>[S:20]1[C:24]([C:2]2[C:10]3[C:5](=[CH:6][CH:7]=[C:46]([C:45]([O:44][CH3:43])=[O:36])[CH:9]=3)[NH:4][N:3]=2)=[CH:23][C:22]2[CH:28]=[CH:29][CH:30]=[CH:31][C:21]1=2 |f:3.4.5.6|. Starting materials: N12CCN(CC1)CC2 (1,4-diazabicyclo[2.2.2]octane), SC=1C=NC2=CC=C(C=C2C1CO)OC ((3-mercapto-6-methoxy-quinoline-4-yl)-methanol), C(C)OC(C=C)=O (acrylic acid ethyl ester). Product: C(C)OC(=O)C1CSC=2C=NC3=CC=C(C=C3C2C1O)OC (4-hydroxy-6-methoxy-3,4-dihydro-2H-1-thia-9-aza-phenanthrene-3-carboxylic acid ethyl ester). Isolated yield 99.5%. As a reaction SMILES: N12CCN(CC1)CC2.[SH:9][C:10]1[CH:11]=[N:12][C:13]2[C:18]([C:19]=1[CH2:20][OH:21])=[CH:17][C:16]([O:22][CH3:23])=[CH:15][CH:14]=2.[CH2:24]([O:26][C:27](=[O:30])[CH:28]=[CH2:29])[CH3:25]>>[CH2:24]([O:26][C:27]([CH:28]1[CH:20]([OH:21])[C:19]2[C:18]3[C:13](=[CH:14][CH:15]=[C:16]([O:22][CH3:23])[CH:17]=3)[N:12]=[CH:11][C:10]=2[S:9][CH2:29]1)=[O:30])[CH3:25]. Procedure: 1,4-diazabicyclo[2.2.2]octane (1.04 g, 9.26 mmol) is added at room temperature to a stirred solution of (3-mercapto-6-methoxy-quinoline-4-yl)-methanol and its corresponding dimer (2.02 g) in acrylic acid ethyl ester (21.7 mL, 203.72 mmol). The reaction mixture is heated under reflux for 2 hours, cooled down to room temperature and concentrated to afford 4-hydroxy-6-methoxy-3,4-dihydro-2H-1-thia-9-aza-phenanthrene-3-carboxylic acid ethyl ester as a dark brown solid (1.47 g, 99.5% yield).